From a dataset of the Open Reaction Database (ORD), a public repository of structured organic reaction records. describe an organic reaction: reactants, conditions, products, and yield Starting materials: COC(=O)C=1SC(=CC1OC(C)C1=C(C=CC=C1)Cl)B1OC(C(O1)(C)C)(C)C (3-[1-(2-Chloro-phenyl)-ethoxy]-5-(4,4,5,5-tetramethyl-[1,3,2]dioxaborolan-2-yl)-thiophene-2-carboxylic acid methyl ester), IC1=CN=C2N1C=CC=C2 (3-Iodo-imidazo[1,2-a]pyridine), C(=O)([O-])[O-].[K+].[K+] (K2CO3). Reagents/catalysts: C=1C=CC(=CC1)[P](C=2C=CC=CC2)(C=3C=CC=CC3)[Pd]([P](C=4C=CC=CC4)(C=5C=CC=CC5)C=6C=CC=CC6)([P](C=7C=CC=CC7)(C=8C=CC=CC8)C=9C=CC=CC9)[P](C=1C=CC=CC1)(C=1C=CC=CC1)C=1C=CC=CC1 (Pd(PPh3)4). Solvent: CCO (EtOH), C1(=CC=CC=C1)C (toluene). The product is COC(=O)C=1SC(=CC1OC(C)C1=C(C=CC=C1)Cl)C1=CN=C2N1C=CC=C2 (3-[1-(2-Chloro-phenyl)-ethoxy]-5-imidazo[1,2-a]pyridin-3-yl-thiophene-2-carboxylic acid methyl ester). RXN SMILES: [CH3:1][O:2][C:3]([C:5]1[S:6][C:7](B2OC(C)(C)C(C)(C)O2)=[CH:8][C:9]=1[O:10][CH:11]([C:13]1[CH:18]=[CH:17][CH:16]=[CH:15][C:14]=1[Cl:19])[CH3:12])=[O:4].I[C:30]1[N:34]2[CH:35]=[CH:36][CH:37]=[CH:38][C:33]2=[N:32][CH:31]=1.C([O-])([O-])=O.[K+].[K+]>C1(C)C=CC=CC=1.CCO.C1C=CC([P]([Pd]([P](C2C=CC=CC=2)(C2C=CC=CC=2)C2C=CC=CC=2)([P](C2C=CC=CC=2)(C2C=CC=CC=2)C2C=CC=CC=2)[P](C2C=CC=CC=2)(C2C=CC=CC=2)C2C=CC=CC=2)(C2C=CC=CC=2)C2C=CC=CC=2)=CC=1>[CH3:1][O:2][C:3]([C:5]1[S:6][C:7]([C:30]2[N:34]3[CH:35]=[CH:36][CH:37]=[CH:38][C:33]3=[N:32][CH:31]=2)=[CH:8][C:9]=1[O:10][CH:11]([C:13]1[CH:18]=[CH:17][CH:16]=[CH:15][C:14]=1[Cl:19])[CH3:12])=[O:4] |f:2.3.4,^1:58,60,79,98|. Procedure details: 3-[1-(2-Chloro-phenyl)-ethoxy]-5-(4,4,5,5-tetramethyl-[1,3,2]dioxaborolan-2-yl)-thiophene-2-carboxylic acid methyl ester (150 mg, 0.37 mmol, 1.0 Eq.), 3-Iodo-imidazo[1,2-a]pyridine (108 mg, 0.44 mmol, 1.2 Eq.) and Pd(PPh3)4 (42 mg, 0.04 mmol, 0.1 Eq.) were dissolved in toluene (1.6 mL) and EtOH (0.4 mL). 2M K2CO3 (0.55 mL, 1.10 mmol, 3.0 Eq) and the reaction heated under microwave conditions at 140° C. for 15 minutes. The reaction was partitioned between EtOAc (10 mL) and water (10 mL) and the a... Reactants: O=C1NC=C(C2=CC=CC=C12)C(=O)OC (methyl 1-oxo-1,2-dihydroisoquinoline-4-carboxylate), O=C1NCC(C2=CC=CC=C12)C(=O)OC (methyl 1-oxo-1,2,3,4-tetrahydroisoquinoline-4-carboxylate), [OH-].[Na+] (sodium hydroxide), [H][H] (hydrogen). Reagents/catalysts: [Pd] (palladium on carbon). Solvent: O1CCCC1 (tetrahydrofuran). Run at time 8 hour. The product is O=C1NC=C(C2=CC=CC=C12)C(=O)O (1-oxo-1,2-dihydroisoquinoline-4-carboxylic acid). Isolated yield 91.1%. Reaction SMILES: [O:1]=[C:2]1[C:11]2[C:6](=[CH:7][CH:8]=[CH:9][CH:10]=2)[C:5]([C:12]([O:14]C)=[O:13])=[CH:4][NH:3]1.[H][H].O=C1C2C(=CC=CC=2)C(C(OC)=O)CN1.[OH-].[Na+]>[Pd].O1CCCC1>[O:1]=[C:2]1[C:11]2[C:6](=[CH:7][CH:8]=[CH:9][CH:10]=2)[C:5]([C:12]([OH:14])=[O:13])=[CH:4][NH:3]1 |f:3.4|. Procedure details: 2.50 g (12.30 mmol) of methyl 1-oxo-1,2-dihydroisoquinoline-4-carboxylate and 1.30 g of 10% strength palladium on carbon were suspended in an autoclave, and the mixture was hydrogenated at 70° C. and 20 bar of hydrogen for 4 h. The autoclave was vented, after which the catalyst was filtered off and the solvent was removed under reduced pressure, and the crude product was purified by chromatography (ethyl acetate: n-heptane 2:1). This gave 2.28 g (88%) of the desired methyl 1-oxo-1,2,3,4-tetrahyd... Reactants: C(C)(=O)Cl (acetyl chloride), Cl (HCl), C1=CC=CC=2C3=CC=CC=C3CCC12 (9,10-dihydrophenanthrene), [Al+3].[Cl-].[Cl-].[Cl-] (AlCl3). Solvent: C(Cl)Cl (CH2Cl2), C(Cl)Cl (CH2Cl2). Run at time 2 hour. Product: C(C)(=O)C1=CC=2CCC3=CC=CC=C3C2C=C1 (2-Acetyl-9,10-dihydrophenanthrene). As a reaction SMILES: [CH:1]1[C:14]2[CH2:13][CH2:12][C:11]3[C:6](=[CH:7][CH:8]=[CH:9][CH:10]=3)[C:5]=2[CH:4]=[CH:3][CH:2]=1.[Al+3].[Cl-].[Cl-].[Cl-].[C:19](Cl)(=[O:21])[CH3:20].Cl>C(Cl)Cl>[C:19]([C:9]1[CH:8]=[CH:7][C:6]2[C:5]3[C:14](=[CH:1][CH:2]=[CH:3][CH:4]=3)[CH2:13][CH2:12][C:11]=2[CH:10]=1)(=[O:21])[CH3:20] |f:1.2.3.4|. Procedure: To a solution of 18 g (0.1 mole) 9,10-dihydrophenanthrene in 200 mL of dry CH2Cl2, cooled in ice, 20 g (0.15 mole) of anh. AlCl3 was added. To this solution 9.42 g (0.12 mmole) of acetyl chloride in 50 mL of dry CH2Cl2 was added in 17 mins. Stirring was continued for 30 mins in ice and 2 h at room temperature. The solution was poured on ice and 25 mL of concentrated HCl and stirred for 15 mins. The yellow organic layer was separated, washed with NaHCO3 solution, and dried. The solvent was remove...